The task is: describe an organic reaction: reactants, conditions, products, and yield. This data is from the Open Reaction Database (ORD), a public repository of structured organic reaction records. As a reaction SMILES: [CH3:1][O:2][C:3]([c:4]1[cH:5][c:6]([O:12][CH2:13][CH2:14][c:15]2[n:16][cH:17][c:18]([Cl:21])[cH:19][cH:20]2)[c:7]([O:10][CH3:11])[cH:8][cH:9]1)=[O:22].[CH3:27][OH:28].[ClH:26].[Li+:25].[OH-:24].[OH2:23]>>[O:2]=[C:3]([c:4]1[cH:5][c:6]([O:12][CH2:13][CH2:14][c:15]2[n:16][cH:17][c:18]([Cl:21])[cH:19][cH:20]2)[c:7]([O:10][CH3:11])[cH:8][cH:9]1)[OH:22]. Reactants: COC(=O)c1ccc(OC)c(OCCc2ccc(Cl)cn2)c1, CO, Cl, [Li+], [OH-], O. Product: COc1ccc(C(=O)O)cc1OCCc1ccc(Cl)cn1.